From a dataset of the Open Reaction Database (ORD), a public repository of structured organic reaction records. describe an organic reaction: reactants, conditions, products, and yield Starting materials: CC1CN(C(=O)OC(C)(C)C)CC2Cc3ccc(CO)nc3N12, [Li]C(C)(C)C, CN(C)C=O, C1CCOC1, O=C(O)CC(O)(CC(=O)O)C(=O)O. Yields the product CC1CN(C(=O)OC(C)(C)C)CC2Cc3ccc(C=O)nc3N12. RXN SMILES: [C:1]([CH3:2])([CH3:3])([CH3:4])[O:5][C:6](=[O:7])[N:8]1[CH2:9][CH:10]2[CH2:11][c:12]3[cH:13][cH:14][c:15]([CH2:22][OH:23])[n:16][c:17]3[N:18]2[CH:19]([CH3:21])[CH2:20]1.[C:24]([Li:25])([CH3:26])([CH3:27])[CH3:28].[CH3:29][N:30]([CH3:31])[CH:32]=[O:33].[O:47]1[CH2:48][CH2:49][CH2:50][CH2:51]1.[OH:34][C:35]([CH2:36][C:37]([C:38](=[O:39])[OH:40])([CH2:41][C:42](=[O:43])[OH:44])[OH:45])=[O:46]>>[C:1]([CH3:2])([CH3:3])([CH3:4])[O:5][C:6](=[O:7])[N:8]1[CH2:9][CH:10]2[CH2:11][c:12]3[cH:13][cH:14][c:15]([CH:22]=[O:23])[n:16][c:17]3[N:18]2[CH:19]([CH3:21])[CH2:20]1. The reactants are N1(CCCCC1)CC1=CC(=NC=C1)OC\C=C/CNC(CCCCl)=O (N-[4-(4-piperidinomethyl-2-pyridyloxy) -cis-2-butenyl]-4-chlorobutyramide), SC1=CC=NC=C1 (4-mercaptopyridine). Product: N1(CCCCC1)CC1=CC(=NC=C1)OC\C=C/CNC(CCCSC1=CC=NC=C1)=O (N-[4-(4-Piperidinomethyl-2-pyridyloxy)-cis-2-butenyl]-4-(4-pyridylthio)butyramide). The yield is 33.0%. Reaction SMILES: [N:1]1([CH2:7][C:8]2[CH:13]=[CH:12][N:11]=[C:10]([O:14][CH2:15]/[CH:16]=[CH:17]\[CH2:18][NH:19][C:20](=[O:25])[CH2:21][CH2:22][CH2:23]Cl)[CH:9]=2)[CH2:6][CH2:5][CH2:4][CH2:3][CH2:2]1.[SH:26][C:27]1[CH:32]=[CH:31][N:30]=[CH:29][CH:28]=1>>[N:1]1([CH2:7][C:8]2[CH:13]=[CH:12][N:11]=[C:10]([O:14][CH2:15]/[CH:16]=[CH:17]\[CH2:18][NH:19][C:20](=[O:25])[CH2:21][CH2:22][CH2:23][S:26][C:27]3[CH:32]=[CH:31][N:30]=[CH:29][CH:28]=3)[CH:9]=2)[CH2:6][CH2:5][CH2:4][CH2:3][CH2:2]1. Procedure: Following a procedure similar to that described in Example 34, but using N-[4-(4-piperidinomethyl-2-pyridyloxy) -cis-2-butenyl]-4-chlorobutyramide (prepared as described in Preparation 2) and 4-mercaptopyridine as starting materials, in relative proportions similar to those used in that Example, the title compound was obtained as an oil in a 33% yield. Starting materials: IC1=C(C(=O)O)C=CC(=C1)OC (2-iodo-4-methoxy-benzoic acid), S(O)(O)(=O)=O (sulfuric acid), CO (methanol). The product is COC(C1=C(C=C(C=C1)OC)I)=O (2-iodo-4-methoxy-benzoic acid methyl ester). RXN SMILES: [I:1][C:2]1[CH:10]=[C:9]([O:11][CH3:12])[CH:8]=[CH:7][C:3]=1[C:4]([OH:6])=[O:5].S(=O)(=O)(O)O.[CH3:18]O>>[CH3:18][O:5][C:4](=[O:6])[C:3]1[CH:7]=[CH:8][C:9]([O:11][CH3:12])=[CH:10][C:2]=1[I:1]. Procedure details: 411 G. of 2-iodo-4-methoxy-benzoic acid, 4 l. methanol and 400 ml. of concentrated sulfuric acid are heated at reflux for 4 hours. The solution is then evaporated under reduced pressure, treated with water, and extracted with ether. The organic phase is then washed with aqueous sodium thiosulfate solution and aqueous sodium bicarbonate solution and subsequently dried over sodium sulfate. The solution is filtered, evaporated under reduced pressure and distilled. There is obtained the 2-iodo-4-met... The reactants are CCOC(=O)c1cccc2c1C(=O)N(C)Cc1c(-c3noc(C)n3)ncn1-2, OCCO, O=S(=O)(O)O. The product is Cc1nc(-c2ncn3c2CN(C)C(=O)c2c(C(=O)OCCO)cccc2-3)no1. RXN SMILES: [CH2:1]([CH3:2])[O:3][C:4](=[O:5])[c:6]1[cH:7][cH:8][cH:9][c:10]2[c:11]1[C:12](=[O:27])[N:13]([CH3:26])[CH2:14][c:15]1[n:16]-2[cH:17][n:18][c:19]1-[c:20]1[n:21][o:22][c:23]([CH3:25])[n:24]1.[OH:33][CH2:34][CH2:35][OH:36].[S:28]([OH:29])(=[O:30])(=[O:31])[OH:32]>>[CH2:1]([CH2:2][OH:29])[O:3][C:4](=[O:5])[c:6]1[cH:7][cH:8][cH:9][c:10]2[c:11]1[C:12](=[O:27])[N:13]([CH3:26])[CH2:14][c:15]1[n:16]-2[cH:17][n:18][c:19]1-[c:20]1[n:21][o:22][c:23]([CH3:25])[n:24]1. Starting materials: O=C([O-])[O-], O=[N+]([O-])c1cnccc1Cl, [K+], [K+], CN(C)C=O, O, Cc1ccc(O)cn1. Product: Cc1ccc(Oc2ccncc2[N+](=O)[O-])cn1. As a reaction SMILES: [C:9](=[O:10])([O-:11])[O-:12].[Cl:15][c:16]1[c:17]([N+:22](=[O:23])[O-:24])[cH:18][n:19][cH:20][cH:21]1.[K+:13].[K+:14].[O:26]=[CH:27][N:28]([CH3:29])[CH3:30].[OH2:25].[OH:1][c:2]1[cH:3][n:4][c:5]([CH3:8])[cH:6][cH:7]1>>[O:1]([c:2]1[cH:3][n:4][c:5]([CH3:8])[cH:6][cH:7]1)[c:16]1[c:17]([N+:22](=[O:23])[O-:24])[cH:18][n:19][cH:20][cH:21]1.